From a dataset of the Open Reaction Database (ORD), a public repository of structured organic reaction records. describe an organic reaction: reactants, conditions, products, and yield The reactants are C(C)OC(=O)C=1C(=NOC1C1=CC=CC=C1)C1=CC=C(C=C1)[N+](=O)[O-] (3-(4-nitro-phenyl)-5-phenyl-isoxazole-4-carboxylic acid ethyl ester), C(C)OC(=O)C1=CC(=NO1)C1=CC=C(C=C1)N (3-(4-amino-phenyl)-isoxazol-5-carboxylic acid ethyl ester). Reaction conditions: temperature 80 celsius. The product is C(C)OC(=O)C=1C(=NOC1C1=CC=CC=C1)C1=CC=C(C=C1)N (3-(4-Amino-phenyl)-5-phenyl-isoxazole-4-carboxylic acid ethyl ester). Reaction SMILES: [CH2:1]([O:3][C:4]([C:6]1[C:7]([C:17]2[CH:22]=[CH:21][C:20]([N+:23]([O-])=O)=[CH:19][CH:18]=2)=[N:8][O:9][C:10]=1[C:11]1[CH:16]=[CH:15][CH:14]=[CH:13][CH:12]=1)=[O:5])[CH3:2].C(OC(C1ON=C(C2C=CC(N)=CC=2)C=1)=O)C>>[CH2:1]([O:3][C:4]([C:6]1[C:7]([C:17]2[CH:22]=[CH:21][C:20]([NH2:23])=[CH:19][CH:18]=2)=[N:8][O:9][C:10]=1[C:11]1[CH:16]=[CH:15][CH:14]=[CH:13][CH:12]=1)=[O:5])[CH3:2]. Procedure: The title compound was prepared using 3-(4-nitro-phenyl)-5-phenyl-isoxazole-4-carboxylic acid ethyl ester by the same procedure as described for the preparation of 3-(4-amino-phenyl)-isoxazol-5-carboxylic acid ethyl ester in Example 1. The reaction mixture was refluxed for 16 hours instead of heating at 80° C. for 3 hours. The crude product was purified by flash chromatography over silica gel with 10% EtOAc in chloroform to give the title compound in 74% yield. IR (KBr): 3374, 1712 (br), 1628, 1... Reactants: NC=1C(=CC(=NC1)NC1=NC=C(N=C1)C#N)OCC1CCN(CC1)C(=O)OC(C)(C)C (tert-butyl 4-((5-amino-2-(5-cyanopyrazin-2-ylamino)pyridin-4-yloxy)methyl)piperidine-1-carboxylate), FC(C(=O)O)(F)F (trifluoroacetic acid). Solvent: ClCCl (dichloromethane). Product: NC=1C(=CC(=NC1)NC=1N=CC(=NC1)C#N)OCC1CCNCC1 (5-(5-Amino-4-(piperidin-4-ylmethoxy)pyridin-2-Ylamino)pyrazine-2-carbonitrile). Reaction SMILES: [NH2:1][C:2]1[C:3]([O:17][CH2:18][CH:19]2[CH2:24][CH2:23][N:22](C(OC(C)(C)C)=O)[CH2:21][CH2:20]2)=[CH:4][C:5]([NH:8][C:9]2[CH:14]=[N:13][C:12]([C:15]#[N:16])=[CH:11][N:10]=2)=[N:6][CH:7]=1.FC(F)(F)C(O)=O>ClCCl>[NH2:1][C:2]1[C:3]([O:17][CH2:18][CH:19]2[CH2:24][CH2:23][NH:22][CH2:21][CH2:20]2)=[CH:4][C:5]([NH:8][C:9]2[N:10]=[CH:11][C:12]([C:15]#[N:16])=[N:13][CH:14]=2)=[N:6][CH:7]=1. Procedure: A solution of tert-butyl 4-((5-amino-2-(5-cyanopyrazin-2-ylamino)pyridin-4-yloxy)methyl)piperidine-1-carboxylate (16 mg, 0.038 mmol) in 10 mL dichloromethane (10 mL) was treated over 45 minutes with 2 mL trifluoroacetic acid. After concentration of the solution in vacuo, the required product was isolated by SPE using a MP-TsOH cartridge, eluting with 2N ammonia in methanol. Concentration of the eluent gave the required product as a yellow solid (10 mg). The reactants are Cl (HCl), crude product, FC=1C=C(C=CC1)CC(=O)C1=C(C=C(C=C1)OC)O (2-(3-Fluorophenyl)-1-(2-hydroxy-4-methoxyphenyl)ethanone), N1CCCCC1 (Piperidine), C(C)OC(OCC)OCC (triethylorthoformate). Solvent: O (water), N1=CC=CC=C1 (pyridine). Run at temperature 120 celsius, time 3.5 hour. Yields the product FC=1C=C(C=CC1)C1=COC2=CC(=CC=C2C1=O)OC (3-(3-fluorophenyl)-7-methoxychromen-4-one). RXN SMILES: [F:1][C:2]1[CH:3]=[C:4]([CH2:8][C:9]([C:11]2[CH:16]=[CH:15][C:14]([O:17][CH3:18])=[CH:13][C:12]=2[OH:19])=[O:10])[CH:5]=[CH:6][CH:7]=1.N1CCCC[CH2:21]1.C(OC(OCC)OCC)C.Cl>N1C=CC=CC=1.O>[F:1][C:2]1[CH:3]=[C:4]([C:8]2[C:9](=[O:10])[C:11]3[C:12](=[CH:13][C:14]([O:17][CH3:18])=[CH:15][CH:16]=3)[O:19][CH:21]=2)[CH:5]=[CH:6][CH:7]=1. Procedure: 2-(3-Fluorophenyl)-1-(2-hydroxy-4-methoxyphenyl)ethanone (1.76 g) was dissolved in pyridine (88 ml). Piperidine (8.8 ml) and triethylorthoformate (88 ml) were added and the mixture was stirred at 120° C. for 3.5 hours. After pouring the mixture into water and acidification with conc. HCl the crude product was filtered. Purification by column chromatography using heptane-ethyl acetate (7:3) as an eluant afforded 3-(3-fluorophenyl)-7-methoxychromen-4-one. 1H NMR (400 MHz, d6-DMSO) δ: 8.57 (s, 1H),... The reactants are BrC=1C=C(C=CC1)CC(=O)O (2-(3-bromophenyl)acetic acid), ON1N=NC2=C1C=CC=C2 (1-hydroxybenzotriazole), CNOC (N,O-dimethylhydroxyamine), Cl.C(C)N=C=NCCCN(C)C (1-ethyl-3-(3-dimethylaminopropyl) carbodiimide hydrochloride). Solvent: CN(C=O)C (N,N-dimethylformamide), C(C)N(CC)CC (triethylamine). Reaction conditions: time 8 hour. Yields the product BrC=1C=C(C=CC1)CC(=O)N(C)OC (2-(3-bromophenyl)-N-methoxy-N-methylacetamide). Reaction SMILES: [Br:1][C:2]1[CH:3]=[C:4]([CH2:8][C:9]([OH:11])=O)[CH:5]=[CH:6][CH:7]=1.[CH3:12][NH:13][O:14][CH3:15].Cl.C(N=C=NCCCN(C)C)C.ON1C2C=CC=CC=2N=N1>CN(C)C=O.C(N(CC)CC)C>[Br:1][C:2]1[CH:3]=[C:4]([CH2:8][C:9]([N:13]([O:14][CH3:15])[CH3:12])=[O:11])[CH:5]=[CH:6][CH:7]=1 |f:2.3|. Procedure: To a solution of 2-(3-bromophenyl)acetic acid (4.4 g, 20.56 mmol) in N,N-dimethylformamide (125 ml) was successively added N,O-dimethylhydroxyamine (4.5 g, 46.26 mmol), triethylamine (10 ml), 1-ethyl-3-(3-dimethylaminopropyl) carbodiimide hydrochloride (8.9 g, 46.26 mmol) and 1-hydroxybenzotriazole (6.24 g, 46.26 mmol). The reaction mixture was stirred at room temperature overnight, and partitioned between ethyl acetate and brine. The organic phase was washed with brine, and concentrated. The re... Reactants: Cl.O(C)N (Methoxylamine HCl), N1=CC=CC=C1 (pyridine), BrC1=CC=C(S1)C=O (5-bromo-2-thiophene carboxaldehyde). The solvent is C(Cl)Cl (CH2Cl2). Conditions: time 18 hour. The product is CON=CC1=CN=C(S1)Br (2-Bromo-thiazole-5-carbaldehyde O-methyl-oxime). Reaction SMILES: Cl.[O:2]([NH2:4])[CH3:3].[N:5]1C=CC=CC=1.[Br:11][C:12]1[S:16][C:15]([CH:17]=O)=[CH:14]C=1>C(Cl)Cl>[CH3:3][O:2][N:4]=[CH:17][C:15]1[S:16][C:12]([Br:11])=[N:5][CH:14]=1 |f:0.1|. Procedure: Methoxylamine HCl (1 equivalent) is added portionwise to a stirred pyridine (1 equivalent) solution of 5-bromo-2-thiophene carboxaldehyde (1 equivalent) (CAS 4701-17-1). After 18 hours, reaction is diluted with CH2Cl2 and washed with brine, dried (Na2SO4) and concentrated in vacuo. The crude mixture is purified by silica gel column chromatography (gradient: 0-20% EtOAc/hexanes) to give title intermediate that is confirmed by NMR.